This data is from the Open Reaction Database (ORD), a public repository of structured organic reaction records. The task is: describe an organic reaction: reactants, conditions, products, and yield The reactants are C1(CC1)COC1=C(C=CC(=N1)C(=O)O)N1CC(C1)(F)F (6-cyclopropylmethoxy-5-(3,3-difluoro-azetidin-1-yl)-pyridine-2-carboxylic acid), Cl.F[C@@H]1C[C@H](NC1)C(=O)N ((2S,4R)-4-fluoropyrrolidine-2-carboxamide hydrochloride). The product is C1(CC1)COC1=C(C=CC(=N1)C(=O)N1[C@@H](C[C@H](C1)F)C(=O)N)N1CC(C1)(F)F ((2S,4R)-1-[6-(Cyclopropylmethoxy)-5-(3,3-difluoroazetidin-1-yl)pyridine-2-carbonyl]-4-fluoropyrrolidine-2-carboxamide). Yield: 48.5%. Reaction SMILES: [CH:1]1([CH2:4][O:5][C:6]2[N:11]=[C:10]([C:12]([OH:14])=O)[CH:9]=[CH:8][C:7]=2[N:15]2[CH2:18][C:17]([F:20])([F:19])[CH2:16]2)[CH2:3][CH2:2]1.Cl.[F:22][C@H:23]1[CH2:27][NH:26][C@H:25]([C:28]([NH2:30])=[O:29])[CH2:24]1>>[CH:1]1([CH2:4][O:5][C:6]2[N:11]=[C:10]([C:12]([N:26]3[CH2:27][C@H:23]([F:22])[CH2:24][C@H:25]3[C:28]([NH2:30])=[O:29])=[O:14])[CH:9]=[CH:8][C:7]=2[N:15]2[CH2:18][C:17]([F:20])([F:19])[CH2:16]2)[CH2:2][CH2:3]1 |f:1.2|. Reported procedure: In analogy to the procedure described in Example 47 b), 6-cyclopropylmethoxy-5-(3,3-difluoro-azetidin-1-yl)-pyridine-2-carboxylic acid (Example 1 b, 25 mg, 87.9 μmol) was reacted with (2S,4R)-4-fluoropyrrolidine-2-carboxamide hydrochloride (CAN 796884-06-5, 17.8 mg, 106 μmol) to obtain the title compound (17 mg, 49%) as white solid; MS (EI): m/e=399.4 [MH+].